Dataset: the Open Reaction Database (ORD), a public repository of structured organic reaction records. Task: describe an organic reaction: reactants, conditions, products, and yield Starting materials: C(=O)(O)[O-].[Na+] (NaHCO3), C[O-].[Na+] (Sodium methoxide), BrC=1C=C2C(=C(C(=NC2=C(C1)C)Cl)C1=CC(=CC=C1)F)Cl (6-bromo-2,4-dichloro-3-(3-fluorophenyl)-8-methylquinoline), BrC=1C=C2C(=C(C(=NC2=C(C1)C)Cl)C1=CC(=CC=C1)F)Cl (6-bromo-2,4-dichloro-3-(3-fluorophenyl)-8-methylquinoline). Run in C1(=CC=CC=C1)C (toluene). Reaction conditions: temperature 100 celsius. Yields the product BrC=1C=C2C(=C(C(=NC2=C(C1)C)OC)C1=CC(=CC=C1)F)Cl (6-Bromo-4-chloro-3-(3-fluorophenyl)-2-methoxy-8-methylquinoline). Reaction SMILES: C[O-].[Na+].[Br:4][C:5]1[CH:6]=[C:7]2[C:12](=[C:13]([CH3:15])[CH:14]=1)[N:11]=[C:10](Cl)[C:9]([C:17]1[CH:22]=[CH:21][CH:20]=[C:19]([F:23])[CH:18]=1)=[C:8]2[Cl:24].[C:25]([O-])(O)=[O:26].[Na+]>C1(C)C=CC=CC=1>[Br:4][C:5]1[CH:6]=[C:7]2[C:12](=[C:13]([CH3:15])[CH:14]=1)[N:11]=[C:10]([O:26][CH3:25])[C:9]([C:17]1[CH:22]=[CH:21][CH:20]=[C:19]([F:23])[CH:18]=1)=[C:8]2[Cl:24] |f:0.1,3.4|. Procedure details: Sodium methoxide (4.29 g, 79.5 mmol) was added to a suspension of 6-bromo-2,4-dichloro-3-(3-fluorophenyl)-8-methylquinoline (3.06 g, 7.95 mmol, Intermediate 50, step c) in toluene (30 mL) in a pressure tube. The vessel was sealed and was heated in a 100° C. oil bath for 24 hours. To the mixture was added 10 wt. % aqueous NaHCO3 (60 mL), the mixture was stirred for several minutes, and the phases were separated. The organic phase was washed once with saturated aqueous NaCl. The organic phase was ... The reactants are CONS(=O)(=O)c1ccc(C)cc1, N#Cc1cc([N+](=O)[O-])ccc1Cl, [H-], [Na+], CN(C)C=O, O. Product: CON(c1ccc([N+](=O)[O-])cc1C#N)S(=O)(=O)c1ccc(C)cc1. As a reaction SMILES: [CH3:3][O:4][NH:5][S:6](=[O:7])(=[O:8])[c:9]1[cH:10][cH:11][c:12]([CH3:15])[cH:13][cH:14]1.[Cl:16][c:17]1[c:18]([C:19]#[N:20])[cH:21][c:22]([N+:25](=[O:26])[O-:27])[cH:23][cH:24]1.[H-:1].[Na+:2].[O:29]=[CH:30][N:31]([CH3:32])[CH3:33].[OH2:28]>>[CH3:3][O:4][N:5]([S:6](=[O:7])(=[O:8])[c:9]1[cH:10][cH:11][c:12]([CH3:15])[cH:13][cH:14]1)[c:17]1[c:18]([C:19]#[N:20])[cH:21][c:22]([N+:25](=[O:26])[O-:27])[cH:23][cH:24]1. Reactants: OCCc1ccc(Br)cc1, CC(C)(C)[Si](Cl)(c1ccccc1)c1ccccc1, CN(C)C=O, O, c1c[nH]cn1. The product is CC(C)(C)[Si](OCCc1ccc(Br)cc1)(c1ccccc1)c1ccccc1. Reaction SMILES: [Br:1][c:2]1[cH:3][cH:4][c:5]([CH2:8][CH2:9][OH:10])[cH:6][cH:7]1.[C:16]([CH3:17])([CH3:18])([CH3:19])[Si:20]([c:21]1[cH:22][cH:23][cH:24][cH:25][cH:26]1)([c:27]1[cH:28][cH:29][cH:30][cH:31][cH:32]1)[Cl:33].[CH3:35][N:36]([CH3:37])[CH:38]=[O:39].[OH2:34].[nH:11]1[cH:12][cH:13][n:14][cH:15]1>>[Br:1][c:2]1[cH:3][cH:4][c:5]([CH2:8][CH2:9][O:10][Si:20]([C:16]([CH3:17])([CH3:18])[CH3:19])([c:21]2[cH:22][cH:23][cH:24][cH:25][cH:26]2)[c:27]2[cH:28][cH:29][cH:30][cH:31][cH:32]2)[cH:6][cH:7]1. Reactants: ClC1=CC=C(C(=O)N2CCC(CC2)=CC2=C(C=C(C=C2)C(=O)OC)OC)C=C1 (1-(4-chlorobenzoyl)-4-(2-methoxy-4-methoxycarbonylbenzylidene)piperidine), COC1=C(CP(OCC)(OCC)=O)C=CC(=C1)C(=O)OC (diethyl 2-methoxy-4-methoxycarbonylbenzylphosphonate), ClC1=CC=C(C(=O)N2CCC(CC2)=O)C=C1 (N-(4-chlorobenzoyl)-4-piperidone). The product is ClC1=CC=C(C(=O)N2CCC(CC2)=CC2=CC=C(C=C2)C#N)C=C1 (1-(4-Chlorobenzoyl)-4-(4-cyanobenzylidene)piperidine). RXN SMILES: [Cl:1][C:2]1[CH:28]=[CH:27][C:5]([C:6]([N:8]2[CH2:13][CH2:12][C:11](=[CH:14][C:15]3[CH:20]=[CH:19][C:18]([C:21](OC)=O)=[CH:17][C:16]=3OC)[CH2:10][CH2:9]2)=[O:7])=[CH:4][CH:3]=1.COC1C=C(C(OC)=O)C=CC=1CP(=O)(OCC)OCC.ClC1C=CC(C([N:57]2CCC(=O)CC2)=O)=CC=1>>[Cl:1][C:2]1[CH:28]=[CH:27][C:5]([C:6]([N:8]2[CH2:13][CH2:12][C:11](=[CH:14][C:15]3[CH:20]=[CH:19][C:18]([C:21]#[N:57])=[CH:17][CH:16]=3)[CH2:10][CH2:9]2)=[O:7])=[CH:4][CH:3]=1. Procedure: 1-(4-chlorobenzoyl)-4-(2-methoxy-4-methoxycarbonylbenzylidene)piperidine from diethyl 2-methoxy-4-methoxycarbonylbenzylphosphonate and N-(4-chlorobenzoyl)-4-piperidone. Colorless oil. The reactants are O (water), CC1=CC=C(CC(C(=O)OC2=CC=C(C=C2)[N+](=O)[O-])CC(=O)OC2=CC=C(C=C2)[N+](=O)[O-])C=C1 (di(4-nitrophenyl) 2-(4-methylbenzyl)succinate), C1NC[C@@H]2CC=CC[C@H]12 (cis-3a,4,7,7a-tetrahydroisoindoline). Run in CN(C=O)C (N,N-dimethylformamide), CN(C=O)C (N,N-dimethylformamide). Run at temperature 0 celsius. Yields the product CC1=CC=C(CC(C(=O)OC2=CC=C(C=C2)[N+](=O)[O-])CC(=O)N2C[C@H]3CC=CC[C@H]3C2)C=C1 (4-nitrophenyl 2-(4-methylbenzyl)-3-(cis-3a,4,7,7a-tetrahydro-2-isoindolinylcarbonyl)propionate). The yield is 75.3%. RXN SMILES: [CH3:1][C:2]1[CH:34]=[CH:33][C:5]([CH2:6][CH:7]([CH2:20][C:21]([O:23]C2C=CC([N+]([O-])=O)=CC=2)=O)[C:8]([O:10][C:11]2[CH:16]=[CH:15][C:14]([N+:17]([O-:19])=[O:18])=[CH:13][CH:12]=2)=[O:9])=[CH:4][CH:3]=1.[CH2:35]1[C@@H:43]2[C@@H:38]([CH2:39][CH:40]=[CH:41][CH2:42]2)[CH2:37][NH:36]1.O>CN(C)C=O>[CH3:1][C:2]1[CH:3]=[CH:4][C:5]([CH2:6][CH:7]([CH2:20][C:21]([N:36]2[CH2:37][C@H:38]3[C@H:43]([CH2:42][CH:41]=[CH:40][CH2:39]3)[CH2:35]2)=[O:23])[C:8]([O:10][C:11]2[CH:16]=[CH:15][C:14]([N+:17]([O-:19])=[O:18])=[CH:13][CH:12]=2)=[O:9])=[CH:33][CH:34]=1. Reported procedure: To a solution of di(4-nitrophenyl) 2-(4-methylbenzyl)succinate (2.4 g) in N,N-dimethylformamide (30 ml) was added a solution of cis-3a,4,7,7a-tetrahydroisoindoline (0.62 g) in N,N-dimethylformamide (10 ml) with stirring at 0° C. After stirring at 0° C. for 3 hours, water was added to the reaction mixture and extracted with ethyl acetate. The organic layer was washed successively with three 1N sodium hydroxide solutions, 1N-hydrochloric acid, and brine and dried over MgSO4. After the solvent was ... Reactants: CC(C)(C)OC(=O)C=Cc1ccccc1, CC(NCC=Cc1ccccc1)c1ccccc1, [Li]CCCC. Product: CC(c1ccccc1)N(CC=Cc1ccccc1)C(CC(=O)OC(C)(C)C)c1ccccc1. Reaction SMILES: [C:24]([CH:25]=[CH:26][c:27]1[cH:28][cH:29][cH:30][cH:31][cH:32]1)(=[O:33])[O:34][C:35]([CH3:36])([CH3:37])[CH3:38].[CH2:1]([CH:2]=[CH:3][c:4]1[cH:5][cH:6][cH:7][cH:8][cH:9]1)[NH:10][CH:11]([c:12]1[cH:13][cH:14][cH:15][cH:16][cH:17]1)[CH3:18].[Li:19][CH2:20][CH2:21][CH2:22][CH3:23]>>[CH2:1]([CH:2]=[CH:3][c:4]1[cH:5][cH:6][cH:7][cH:8][cH:9]1)[N:10]([CH:11]([c:12]1[cH:13][cH:14][cH:15][cH:16][cH:17]1)[CH3:18])[CH:26]([CH2:25][C:24](=[O:33])[O:34][C:35]([CH3:36])([CH3:37])[CH3:38])[c:27]1[cH:28][cH:29][cH:30][cH:31][cH:32]1. Starting materials: [N+](=O)([O-])C=1C=C2C=CC(=NC2=CC1)C=CC1=CC=CC=C1 (6-nitro-2-styrylquinoline), reduced iron, [Cl-].[Al+3].[Cl-].[Cl-] (aluminum chloride), O1CCOCC1 (dioxane). Run in O (water). Yields the product NC=1C=C2C=CC(=NC2=CC1)C=CC1=CC=CC=C1 (6 -amino-2-styrylquinoline). As a reaction SMILES: [N+:1]([C:4]1[CH:5]=[C:6]2[C:11](=[CH:12][CH:13]=1)[N:10]=[C:9]([CH:14]=[CH:15][C:16]1[CH:21]=[CH:20][CH:19]=[CH:18][CH:17]=1)[CH:8]=[CH:7]2)([O-])=O.[Cl-].[Al+3].[Cl-].[Cl-].O1CCOCC1>O>[NH2:1][C:4]1[CH:5]=[C:6]2[C:11](=[CH:12][CH:13]=1)[N:10]=[C:9]([CH:14]=[CH:15][C:16]1[CH:17]=[CH:18][CH:19]=[CH:20][CH:21]=1)[CH:8]=[CH:7]2 |f:1.2.3.4|. Procedure details: 41.6 g of 6-nitro-2-styrylquinoline were added in portions to a mixture containing 69 g of reduced iron, 6.9 g of aluminum chloride, 450 ml of dioxane, and 90 ml of water with heating under reflux. After heating under reflux for a further 5 hours, the solid was filtered using a Nutsche filter in which sellaite is laid. The filtrate was condensed, 130 ml of ethyl acetate were added thereto, and the deposited crystals were filtered. 28 g (74% of the theoretical yield) of the 6 -amino-2-styrylquino...